Dataset: the Open Reaction Database (ORD), a public repository of structured organic reaction records. Task: describe an organic reaction: reactants, conditions, products, and yield Reactants: CC(C)(O)CNc1c([N+](=O)[O-])cnc2cc(OCc3ccccc3)ccc12, CO, ClCCl. The product is CC(C)(O)CNc1c(N)cnc2cc(OCc3ccccc3)ccc12. RXN SMILES: [CH2:1]([c:2]1[cH:3][cH:4][cH:5][cH:6][cH:7]1)[O:8][c:9]1[cH:10][cH:11][c:12]2[c:13]([NH:22][CH2:23][C:24]([CH3:25])([OH:26])[CH3:27])[c:14]([N+:19]([O-:20])=[O:21])[cH:15][n:16][c:17]2[cH:18]1.[CH3:31][OH:32].[Cl:28][CH2:29][Cl:30]>>[CH2:1]([c:2]1[cH:3][cH:4][cH:5][cH:6][cH:7]1)[O:8][c:9]1[cH:10][cH:11][c:12]2[c:13]([NH:22][CH2:23][C:24]([CH3:25])([OH:26])[CH3:27])[c:14]([NH2:19])[cH:15][n:16][c:17]2[cH:18]1. Starting materials: ClC=1C=CC(=C(C(=O)C2=C(C=CC=C2)F)C1)N(S(=O)(=O)C1=CC=C(C=C1)[N+](=O)[O-])CC(=O)OC (5-chloro-2'-fluoro-2-[N-(methoxycarbonyl-methyl)-N-(4-nitrophenylsulfonyl)amino]benzophenone), CO (methanol). Reagents/catalysts: [Pd] (palladium-on-charcoal). The solvent is C(C)(=O)OCC (ethyl acetate). The product is ClC=1C=CC(=C(C(=O)C2=C(C=CC=C2)F)C1)N(S(=O)(=O)C1=CC=C(C=C1)N)CC(=O)OC (5-Chloro-2'-fluoro-2-[N-(methoxycarbonylmethyl)-N-(4-aminophenylsulfonyl)amino]benzophenone). As a reaction SMILES: [Cl:1][C:2]1[CH:3]=[CH:4][C:5]([N:17]([CH2:30][C:31]([O:33][CH3:34])=[O:32])[S:18]([C:21]2[CH:26]=[CH:25][C:24]([N+:27]([O-])=O)=[CH:23][CH:22]=2)(=[O:20])=[O:19])=[C:6]([CH:16]=1)[C:7]([C:9]1[CH:14]=[CH:13][CH:12]=[CH:11][C:10]=1[F:15])=[O:8].CO>C(OCC)(=O)C.[Pd]>[Cl:1][C:2]1[CH:3]=[CH:4][C:5]([N:17]([CH2:30][C:31]([O:33][CH3:34])=[O:32])[S:18]([C:21]2[CH:26]=[CH:25][C:24]([NH2:27])=[CH:23][CH:22]=2)(=[O:19])=[O:20])=[C:6]([CH:16]=1)[C:7]([C:9]1[CH:14]=[CH:13][CH:12]=[CH:11][C:10]=1[F:15])=[O:8]. Procedure: The 5-chloro-2'-fluoro-2-[N-(methoxycarbonyl-methyl)-N-(4-nitrophenylsulfonyl)amino]benzophenone prepared in Example 2, step b, is dissolved in 100 ml of ethyl acetate and 5 ml of methanol and hydrogenated at ordinary pressure for 2 hours in the presence of 620 mg of 10% palladium-on-charcoal; the existence of 3 compounds (starting material, intermediate and expected product) is observed in TLC. The catalyst is filtered off, the solvent is evaporated off and the residue is chromatographed on sil... Reactants: C1CCC2=NCCCN2CC1, CC#N, O=C(O)c1cn(C2CC2)c2c(F)c(F)c(F)cc2c1=O, CC1CNCC1CN. Yields the product CC1CN(c2c(F)cc3c(=O)c(C(=O)O)cn(C4CC4)c3c2F)CC1CN. As a reaction SMILES: [CH2:29]1[CH2:30][CH2:31][C:32]2=[N:37][CH2:36][CH2:35][CH2:34][N:33]2[CH2:38][CH2:39]1.[CH3:40][C:41]#[N:42].[CH:1]1([n:4]2[cH:5][c:6]([C:18](=[O:19])[OH:20])[c:7](=[O:17])[c:8]3[cH:9][c:10]([F:16])[c:11]([F:15])[c:12]([F:14])[c:13]23)[CH2:2][CH2:3]1.[NH2:21][CH2:22][CH:23]1[CH2:24][NH:25][CH2:26][CH:27]1[CH3:28]>>[CH:1]1([n:4]2[cH:5][c:6]([C:18](=[O:19])[OH:20])[c:7](=[O:17])[c:8]3[cH:9][c:10]([F:16])[c:11]([N:25]4[CH2:24][CH:23]([CH2:22][NH2:21])[CH:27]([CH3:28])[CH2:26]4)[c:12]([F:14])[c:13]23)[CH2:2][CH2:3]1. The reactants are C(C)(=O)OC(C)=O (acetic anhydride), ClCC(=O)NCCCCCCC(=O)OCC (ethyl 7-(2-chloroacetamido)heptanoate), C(C)(=O)OC(CCCN(C(C=C)=O)CCCCCCC(=O)OCC)CCCCC (ethyl 7-[N-(4-acetoxynonyl)-acrylamido]heptanoate), ClCC(=O)OC(CCl)=O (chloroacetic anhydride), product, OC(CCCN(C(C=C)=O)CCCCCCC(=O)O)CCCCC (7-[N-(4-hydroxynonyl)acrylamido]heptanoic acid). Product: OC(CCCN(C(CO)=O)CCCCCCC(=O)O)CCCCC (7-[N-(4-Hydroxynonyl)-2-hydroxyacetamido]-heptanoic acid). Reaction SMILES: C(OC(=O)C)(=[O:3])C.ClCC(OC(=O)CCl)=O.ClCC(NCCCCCCC(OCC)=O)=O.C([O:36][CH:37]([CH2:57][CH2:58][CH2:59][CH2:60][CH3:61])[CH2:38][CH2:39][CH2:40][N:41]([CH2:46][CH2:47][CH2:48][CH2:49][CH2:50][CH2:51][C:52]([O:54]CC)=[O:53])[C:42](=[O:45])[CH:43]=C)(=O)C.OC(CCCCC)CCCN(CCCCCCC(O)=O)C(=O)C=C>>[OH:36][CH:37]([CH2:57][CH2:58][CH2:59][CH2:60][CH3:61])[CH2:38][CH2:39][CH2:40][N:41]([CH2:46][CH2:47][CH2:48][CH2:49][CH2:50][CH2:51][C:52]([OH:54])=[O:53])[C:42](=[O:45])[CH2:43][OH:3]. Procedure details: The synthesis of this compound is carried out as described in Example 2 except that, in Step A, the acetic anhydride is replaced by an equimolar amount of chloroacetic anhydride. The product of Step A is ethyl 7-(2-chloroacetamido)heptanoate. Subsequent steps yield: ethyl 7-[N-(4-acetoxynonyl)-2-chloroacetamido] heptanoate (B); and 7-[N-(4-hydroxynonyl-2-hydroxyacetamido]-heptanoic acid (C); (the basic hydrolytic conditions cause the replacement of the chlorine atom by hydroxy in this step).